From a dataset of the Open Reaction Database (ORD), a public repository of structured organic reaction records. describe an organic reaction: reactants, conditions, products, and yield Reaction SMILES: [CH2:1]([O:3][C:4](=[O:15])[CH:5]([CH2:11][CH:12]([CH3:14])[CH3:13])[C:6]([O:8][CH2:9][CH3:10])=[O:7])[CH3:2].[H-].[Na+].C1C(=O)N([Br:25])C(=O)C1>C1COCC1>[CH2:1]([O:3][C:4](=[O:15])[C:5]([Br:25])([CH2:11][CH:12]([CH3:13])[CH3:14])[C:6]([O:8][CH2:9][CH3:10])=[O:7])[CH3:2] |f:1.2|. Yield: 87.6%. The solvent is C1CCOC1 (THF). Procedure: To an ice-cooled solution of 2-isobutylmalonic acid diethyl ester (3.21 g, 14.8 mmol) in THF (50 mL) was added portionwise sodium hydride (1.19 g, 60% in oil, 29.7 mmol). The mixture was stirred in the ice bath for 15 min, and then at RT for 15 min. The suspension was re-cooled in the ice bath and NBS (2.9 g, 16.3 mmol) was added over 5 min. The mixture was stirred in the ice bath for 10 min, and then at RT for 30 min. The reaction mixture was filtered through Celite® and the filtrate concentrat... The product is C(C)OC(C(C(=O)OCC)(CC(C)C)Br)=O (2-Bromo-2-isobutylmalonic acid diethyl ester). Starting materials: ice, C1CC(=O)N(C1=O)Br (NBS), ice, ice, ice, C(C)OC(C(C(=O)OCC)CC(C)C)=O (2-isobutylmalonic acid diethyl ester), [H-].[Na+] (sodium hydride). Conditions: time 15 minute. The reactants are CI, COc1cc(Br)c2[nH]ccc2c1, [H-], [Na+], CN(C)C=O. The product is COc1cc(Br)c2c(ccn2C)c1. Reaction SMILES: [CH3:15][I:16].[CH3:3][O:4][c:5]1[cH:6][c:7]2[cH:8][cH:9][nH:10][c:11]2[c:12]([Br:14])[cH:13]1.[H-:1].[Na+:2].[O:17]=[CH:18][N:19]([CH3:20])[CH3:21]>>[CH3:3][O:4][c:5]1[cH:6][c:7]2[cH:8][cH:9][n:10]([CH3:15])[c:11]2[c:12]([Br:14])[cH:13]1. The reactants are NC1=CC=CC=C1 (Aniline), [H-].[Na+] (sodium hydride), NC1=NC2=CC=CC(=C2C(=N1)N)F (2,4-diamino-5-fluoroquinazoline). Solvent: CS(=O)C (dimethyl sulfoxide). Yields the product NC1=NC2=CC=CC(=C2C(=N1)N)NC1=CC=CC=C1 (2,4-diamino-5-anilinoquinazoline). Isolated yield 4.8%. Reaction SMILES: [NH2:1][C:2]1[CH:7]=[CH:6][CH:5]=[CH:4][CH:3]=1.[H-].[Na+].[NH2:10][C:11]1[N:20]=[C:19]([NH2:21])[C:18]2[C:13](=[CH:14][CH:15]=[CH:16][C:17]=2F)[N:12]=1>CS(C)=O>[NH2:10][C:11]1[N:20]=[C:19]([NH2:21])[C:18]2[C:13](=[CH:14][CH:15]=[CH:16][C:17]=2[NH:1][C:2]2[CH:7]=[CH:6][CH:5]=[CH:4][CH:3]=2)[N:12]=1 |f:1.2|. Procedure: Aniline (5.0 g, 50 mmol, Aldrich), sodium hydride (1.5 g, 50 mmol of an 80% dispersion in mineral oil) and 2,4-diamino-5-fluoroquinazoline (4.4 g, 25 mmol) in 80 mL of dimethyl sulfoxide were reacted as in Procedure A to give 0.3 g (4.8% yield) of 2,4-diamino-5-anilinoquinazoline, m.p. 279-283° C. (dec). The reactants are C(CO)O (ethylene glycol), C1(=CC=C(C=C1)S(=O)(=O)O)C (p-toluenesulfonic acid), C1(=CC=CC=C1)C (toluene). Reaction conditions: temperature 120 celsius. Product: CC1C2(OCCO2)C(CCC1)C (6,10-dimethyl-1,4-dioxaspiro[4,5]decane). Reaction SMILES: [CH2:1]([OH:4])[CH2:2][OH:3].[C:5]1([CH3:15])[CH:10]=[CH:9][C:8](S(O)(=O)=O)=[CH:7][CH:6]=1.[C:16]1(C)C=CC=CC=1>>[CH3:15][CH:5]1[CH2:10][CH2:9][CH2:8][CH:7]([CH3:16])[C:6]21[O:4][CH2:1][CH2:2][O:3]2. Procedure details: A reaction flask equipped with a Dean Stark trap was charged with 2,6-dimethyl cyclohehanone (190 g), ethylene glycol (155 g), p-toluenesulfonic acid (2 g) and toluene (200 mL). The reaction mass was heated to reflux (110-130° C.). Water (27 mL) was collected in the Dean Stark trap. When no water was recovered, the reaction mass was cooled to an ambient temperature, neutralized with 10% aqueous sodium carbonate (100 mL) and washed with brine. Purification by vacuum distillation afforded 6,10-dim... Starting materials: CC1([C@@H]([C@H]1\C=C(\C(OCC)=O)/F)C(=O)O)C ((1R,trans) 2,2-dimethyl-3(Z)-[2-fluoro-3-oxo-3-ethoxy-propenyl]-cyclopropane-1-carboxylic acid), C(#N)[C@H](C1=CC(=CC=C1)OC1=CC=CC=C1)O ((S)α-cyano-3-phenoxy-benzyl alcohol). The solvent is C(Cl)(Cl)Cl (chloroform). Yields the product CC1([C@@H]([C@H]1\C=C(\C(OCC)=O)/F)C(=O)O[C@@H](C1=CC(=CC=C1)OC1=CC=CC=C1)C#N)C ((S)α-cyano-3-phenoxy-benzyl (1R,trans) 2,2-dimethyl-3(Z)-[2-fluoro-3-oxo-3-ethoxy-propenyl]-cyclopropane-1-carboxylate). Reaction SMILES: [CH3:1][C:2]1([CH3:16])[C@H:4](/[CH:5]=[C:6](\[F:12])/[C:7](=[O:11])[O:8][CH2:9][CH3:10])[C@H:3]1[C:13]([OH:15])=[O:14].[C:17]([C@@H:19](O)[C:20]1[CH:25]=[CH:24][CH:23]=[C:22]([O:26][C:27]2[CH:32]=[CH:31][CH:30]=[CH:29][CH:28]=2)[CH:21]=1)#[N:18]>C(Cl)(Cl)Cl>[CH3:16][C:2]1([CH3:1])[C@H:4](/[CH:5]=[C:6](\[F:12])/[C:7](=[O:11])[O:8][CH2:9][CH3:10])[C@H:3]1[C:13]([O:15][C@H:19]([C:17]#[N:18])[C:20]1[CH:25]=[CH:24][CH:23]=[C:22]([O:26][C:27]2[CH:28]=[CH:29][CH:30]=[CH:31][CH:32]=2)[CH:21]=1)=[O:14]. Procedure: Using the procedure of Example 1, the acid of Step A and (S)α-cyano-3-phenoxy-benzyl alcohol were reacted to obtain (S)α-cyano-3-phenoxy-benzyl (1R,trans) 2,2-dimethyl-3(Z)-[2-fluoro-3-oxo-3-ethoxy-propenyl]-cyclopropane-1-carboxylate with a specific rotation of [α]D20 =+15°±2° (c=0.5% in chloroform). The reactants are Cc1cc(C(O)c2nc(C)c(C)s2)oc1C, ClC(Cl)Cl. Product: Cc1cc(C(=O)c2nc(C)c(C)s2)oc1C. Reaction SMILES: [CH3:1][c:2]1[cH:3][c:4]([CH:8]([OH:9])[c:10]2[s:11][c:12]([CH3:16])[c:13]([CH3:15])[n:14]2)[o:5][c:6]1[CH3:7].[CH:17]([Cl:18])([Cl:19])[Cl:20]>>[CH3:1][c:2]1[cH:3][c:4]([C:8](=[O:9])[c:10]2[s:11][c:12]([CH3:16])[c:13]([CH3:15])[n:14]2)[o:5][c:6]1[CH3:7]. Starting materials: C1CCOC1, CC(C)=O, [Li]CCCC, CCCCCC, CC(C)NC(C)C, O=C(Cl)c1ccccc1Cl. Product: CC(=O)CC(=O)c1ccccc1Cl. RXN SMILES: [CH2:27]1[O:28][CH2:29][CH2:30][CH2:31]1.[CH3:13][C:14]([CH3:15])=[O:16].[CH3:1][CH2:2][CH2:3][CH2:4][Li:5].[CH3:32][CH2:33][CH2:34][CH2:35][CH2:36][CH3:37].[CH:6]([NH:7][CH:8]([CH3:9])[CH3:10])([CH3:11])[CH3:12].[Cl:17][C:18](=[O:19])[c:20]1[cH:21][cH:22][cH:23][cH:24][c:25]1[Cl:26]>>[CH2:13]([C:14]([CH3:15])=[O:16])[C:18](=[O:19])[c:20]1[cH:21][cH:22][cH:23][cH:24][c:25]1[Cl:26].